From a dataset of the Open Reaction Database (ORD), a public repository of structured organic reaction records. describe an organic reaction: reactants, conditions, products, and yield Reactants: S(=O)(Cl)Cl (Thionyl chloride), OCC(C)(C)NC(C1=C(C(=CC=C1)[N+](=O)[O-])C)=O (N-(2-hydroxy-1,1-dimethylethyl)-2-methyl-3-nitrobenzamide). Solvent: C(C)OCC (diethylether). Run at time 8 hour. Yields the product CC1(N=C(OC1)C1=C(C(=CC=C1)[N+](=O)[O-])C)C (4,5-dihydro-4,4-dimethyl-2-(2-methyl-3-nitrophenyl)oxazole). Isolated yield 90.5%. RXN SMILES: S(Cl)(Cl)=O.O[CH2:6][C:7]([NH:10][C:11](=[O:22])[C:12]1[CH:17]=[CH:16][CH:15]=[C:14]([N+:18]([O-:20])=[O:19])[C:13]=1[CH3:21])([CH3:9])[CH3:8]>C(OCC)C>[CH3:9][C:7]1([CH3:8])[CH2:6][O:22][C:11]([C:12]2[CH:17]=[CH:16][CH:15]=[C:14]([N+:18]([O-:20])=[O:19])[C:13]=2[CH3:21])=[N:10]1. Procedure: Thionyl chloride, 37 ml, is added dropwise with stirring to 39.7 g (0.1575 mol) of N-(2-hydroxy-1,1-dimethylethyl)-2-methyl-3-nitrobenzamide. The mixture is allowed to stand overnight, poured into diethylether, filtered and the solvent evaporated to give 33.4 g of 4,5-dihydro-4,4-dimethyl-2-(2-methyl-3-nitrophenyl)oxazole as a pale yellow oil which crystallizes on cooling; mp 60°-61° C. Starting materials: CS(C)=O, CCCCCCCCCOC1C(O)C(CO)OC1n1cnc2c(N)nc(N)nc21, CCCCCCCCCOC1C(CO)OC(n2cnc3c(N)nc(N)nc32)C1O, NC(CO)(CO)CO, [Na+], [Na+], [Na+], O=P([O-])([O-])[O-]. The product is CCCCCCCCCOC1C(O)C(CO)OC1n1cnc2c(=O)[nH]c(N)nc21. RXN SMILES: [CH3:75][S:76]([CH3:77])=[O:78].[NH2:1][c:2]1[n:3][c:4]([NH2:29])[c:5]2[n:6][cH:7][n:8]([CH:11]3[CH:12]([O:13][CH2:14][CH2:15][CH2:16][CH2:17][CH2:18][CH2:19][CH2:20][CH2:21][CH3:22])[CH:23]([OH:24])[CH:25]([CH2:27][OH:28])[O:26]3)[c:9]2[n:10]1.[NH2:30][c:31]1[n:32][c:33]2[c:34]([n:35][cH:36][n:37]2[CH:38]2[O:39][CH:40]([CH2:41][OH:43])[CH:44]([O:45][CH2:46][CH2:47][CH2:48][CH2:49][CH2:50][CH2:51][CH2:52][CH2:53][CH3:54])[CH:55]2[OH:42])[c:56]([NH2:57])[n:58]1.[NH2:67][C:68]([CH2:69][OH:70])([CH2:71][OH:72])[CH2:73][OH:74].[Na+:64].[Na+:65].[Na+:66].[P:59]([O-:60])([O-:61])([O-:62])=[O:63]>>[NH2:1][c:2]1[nH:3][c:4](=[O:42])[c:5]2[n:6][cH:7][n:8]([CH:11]3[CH:12]([O:13][CH2:14][CH2:15][CH2:16][CH2:17][CH2:18][CH2:19][CH2:20][CH2:21][CH3:22])[CH:23]([OH:24])[CH:25]([CH2:27][OH:28])[O:26]3)[c:9]2[n:10]1. Reactants: compound 200, C1(CC1)N1C(C2=C(C=CC=C2C=C1[C@H](C)NC1=C2N=CN(C2=NC=N1)C1OCCCC1)C)=O (2-cyclopropyl-8-methyl-3-((1S)-1-(9-(tetrahydro-2H-Pyran-2-yl)-9H-purin-6-ylamino)ethyl)isoquinolin-1(2H)-one), C1(CC1)N1C(C2=C(C=CC=C2C=C1[C@H](C)NC1=C2N=CN(C2=NC=N1)C1OCCCC1)C)=O (2-cyclopropyl-8-methyl-3-((1S)-1-(9-(tetrahydro-2H-Pyran-2-yl)-9H-purin-6-ylamino)ethyl)isoquinolin-1(2H)-one), C(=O)(O)[O-].[Na+] (NaHCO3). Run in Cl.CCO (HCl EtOH). Run at time 1 hour. Product: N1=CN=C2NC=NC2=C1N[C@@H](C)C=1N(C(C2=C(C=CC=C2C1)C)=O)C1CC1 ((S)-3-(1-(9H-purin-6-ylamino)ethyl)-2-cyclopropyl-8-methylisoquinolin-1(2H)-one). The yield is 83.2%. RXN SMILES: [CH:1]1([N:4]2[C:13]([C@@H:14]([NH:16][C:17]3[N:25]=[CH:24][N:23]=[C:22]4[C:18]=3[N:19]=[CH:20][N:21]4C3CCCCO3)[CH3:15])=[CH:12][C:11]3[C:6](=[C:7]([CH3:32])[CH:8]=[CH:9][CH:10]=3)[C:5]2=[O:33])[CH2:3][CH2:2]1.C([O-])(O)=O.[Na+]>Cl.CCO>[N:25]1[C:17]([NH:16][C@H:14]([C:13]2[N:4]([CH:1]3[CH2:3][CH2:2]3)[C:5](=[O:33])[C:6]3[C:11]([CH:12]=2)=[CH:10][CH:9]=[CH:8][C:7]=3[CH3:32])[CH3:15])=[C:18]2[C:22]([NH:21][CH:20]=[N:19]2)=[N:23][CH:24]=1 |f:1.2,3.4|. Reported procedure: 2-Cyclopropyl-8-methyl-3-((1S)-1-(9-(tetrahydro-2H-pyran-2-yl)-9H-purin-6-ylamino)ethyl)isoquinolin-1(2H)-one (compound 5004) (222 mg, 0.5 mmol) was dissolved in HCl/EtOH (3 M, 5 mL) and the resulting mixture was stirred at room temperature for 1 h. The reaction mixture was neutralized with saturated NaHCO3 solution to pH=7-8, and then extracted with CH2Cl2 (50 mL×3). The combined organic layer was washed with brine, dried over anhydrous Na2SO4 and filtered. The filtrate was concentrated in vacu... Yields the product CC1=CC=C2C(=CNC2=C1)\C=C\1/N=C(OC1=O)C ((Z)-4-(6-methylindol-3-ylmethylene)-2-methyl-2-oxazolin-5-one). Procedure details: A 500-ml. Parr bottle was charged with 3.17 g. (10 mmol) of 4-[3-dimethylamino-2-(4-methyl-2-nitrophenyl)-2-propen-1-ylidene]-2-methyl-2-oxazolin-5-one, 5 ml. of acetic anhydride, 95 ml. of glacial acetic acid, and 600 mg. of 10% platinum on charcoal, and was shaken under 3 atmospheres of hydrogen for 12 hours. During this time, 34 mmol of hydrogen were absorbed. The reaction was treated as in Example 4. 0.83 g. (35%) of (Z)-4-(6-methylindol-3-ylmethylene)-2-methyl-2-oxazolin-5-one (mp 194°-196°... Isolated yield 35.0%. Reagents/catalysts: [Pt] (platinum on charcoal). Solvent: C(C)(=O)O (acetic acid). RXN SMILES: CN(C)[CH:3]=[C:4]([C:13]1[CH:18]=[CH:17][C:16]([CH3:19])=[CH:15][C:14]=1[N+:20]([O-])=O)[CH:5]=[C:6]1[C:10](=[O:11])[O:9][C:8]([CH3:12])=[N:7]1.C(OC(=O)C)(=O)C.[H][H]>[Pt].C(O)(=O)C>[CH3:19][C:16]1[CH:15]=[C:14]2[C:13]([C:4](/[CH:5]=[C:6]3\[N:7]=[C:8]([CH3:12])[O:9][C:10]\3=[O:11])=[CH:3][NH:20]2)=[CH:18][CH:17]=1. The reactants are CN(C=C(C=C1N=C(OC1=O)C)C1=C(C=C(C=C1)C)[N+](=O)[O-])C (4-[3-dimethylamino-2-(4-methyl-2-nitrophenyl)-2-propen-1-ylidene]-2-methyl-2-oxazolin-5-one), [H][H] (hydrogen), [H][H] (hydrogen), C(C)(=O)OC(C)=O (acetic anhydride). The reactants are NC=1SC(=NN1)N(C(C)C)C(C)C (2-amino-5-[di-(isopropyl)-amino]-1,3,4-thiadiazole), C(#CC(=O)OCC)C(=O)OCC (diethyl acetylenedicarboxylate). The solvent is C(C)O (ethanol). The product is C(C)(C)N(C1=NN2C(=NC(C=C2C(=O)OCC)=O)S1)C(C)C (ethyl 2-[di-(isopropyl)-amino]-7H-1,3,4-thiadiazolo-[3,2-a]-pyrimidin 7-one-5-carboxylate). RXN SMILES: [NH2:1][C:2]1[S:3][C:4]([N:7]([CH:11]([CH3:13])[CH3:12])[CH:8]([CH3:10])[CH3:9])=[N:5][N:6]=1.[C:14]([C:21](OCC)=[O:22])#[C:15][C:16]([O:18][CH2:19][CH3:20])=[O:17]>C(O)C>[CH:8]([N:7]([CH:11]([CH3:13])[CH3:12])[C:4]1[S:3][C:2]2=[N:1][C:21](=[O:22])[CH:14]=[C:15]([C:16]([O:18][CH2:19][CH3:20])=[O:17])[N:6]2[N:5]=1)([CH3:9])[CH3:10]. Procedure: Following the procedure described in Example 5, 4.9 g of 2-amino-5-[di-(isopropyl)-amino]-1,3,4-thiadiazole were reacted with 4.2 g of diethyl acetylenedicarboxylate in the presence of 100 ml of ethanol. The ethyl 2-[di-(isopropyl)-amino]-7H-1,3,4-thiadiazolo-[3,2-a]-pyrimidin 7-one-5-carboxylate obtained was recrystallized from ethyl acetate.